This data is from the Open Reaction Database (ORD), a public repository of structured organic reaction records. The task is: describe an organic reaction: reactants, conditions, products, and yield Reactants: CCO, C=Cc1cn(S(=O)(=O)c2ccc(C)cc2)c2nccc(Oc3ccc(NC(C)=O)cc3F)c12. Yields the product CCc1cn(S(=O)(=O)c2ccc(C)cc2)c2nccc(Oc3ccc(NC(C)=O)cc3F)c12. As a reaction SMILES: [CH3:34][CH2:35][OH:36].[F:1][c:2]1[cH:3][c:4]([NH:30][C:31]([CH3:32])=[O:33])[cH:5][cH:6][c:7]1[O:8][c:9]1[c:10]2[c:11]([n:12][cH:13][cH:14]1)[n:15]([S:20](=[O:21])(=[O:22])[c:23]1[cH:24][cH:25][c:26]([CH3:29])[cH:27][cH:28]1)[cH:16][c:17]2[CH:18]=[CH2:19]>>[F:1][c:2]1[cH:3][c:4]([NH:30][C:31]([CH3:32])=[O:33])[cH:5][cH:6][c:7]1[O:8][c:9]1[c:10]2[c:11]([n:12][cH:13][cH:14]1)[n:15]([S:20](=[O:21])(=[O:22])[c:23]1[cH:24][cH:25][c:26]([CH3:29])[cH:27][cH:28]1)[cH:16][c:17]2[CH2:18][CH3:19]. Reactants: C(C1=CC=CC=C1)OC1=C(C=C(C=CC(=O)OCC)C=C1)OC (ethyl 4-benzyloxy-3-methoxycinnamate), [H-].[Al+3].[Li+].[H-].[H-].[H-] (lithium aluminum hydride). The product is C(C1=CC=CC=C1)OC1=C(C=C(C=C1)CCCO)OC (3-(4-benzyloxy-3-methoxyphenyl)propanol). The yield is 56.0%. As a reaction SMILES: [CH2:1]([O:8][C:9]1[CH:21]=[CH:20][C:12]([CH:13]=[CH:14][C:15](OCC)=[O:16])=[CH:11][C:10]=1[O:22][CH3:23])[C:2]1[CH:7]=[CH:6][CH:5]=[CH:4][CH:3]=1.[H-].[Al+3].[Li+].[H-].[H-].[H-]>>[CH2:1]([O:8][C:9]1[CH:21]=[CH:20][C:12]([CH2:13][CH2:14][CH2:15][OH:16])=[CH:11][C:10]=1[O:22][CH3:23])[C:2]1[CH:7]=[CH:6][CH:5]=[CH:4][CH:3]=1 |f:1.2.3.4.5.6|. Procedure details: In substantially the same manner as in Reference Example 82, ethyl 4-benzyloxy-3-methoxycinnamate was subjected to reduction with lithium aluminum hydride to obtain 3-(4-benzyloxy-3-methoxyphenyl)propanol. The yield was 56%. Recrystallization from ethyl acetate-hexane gave colorless prisms, 57-58° C. Starting materials: solution, BrN1C(CCC1=O)=O (N-bromosuccinimide), ON=CC1=CC=C(C#N)C=C1 (4-(hydroxyiminomethyl)-benzonitrile). Solvent: C(Cl)Cl (CH2Cl2), C(Cl)Cl (CH2Cl2). Yields the product ON=C(C1=CC=C(C#N)C=C1)Br (4-(Hydroxyimino-bromomethyl)-benzonitrile). Reaction SMILES: [Br:1]N1C(=O)CCC1=O.[OH:9][N:10]=[CH:11][C:12]1[CH:19]=[CH:18][C:15]([C:16]#[N:17])=[CH:14][CH:13]=1>C(Cl)Cl>[OH:9][N:10]=[C:11]([Br:1])[C:12]1[CH:19]=[CH:18][C:15]([C:16]#[N:17])=[CH:14][CH:13]=1. Procedure details: The compound was prepared according to Tanaka et al. Bull. Chem. Soc. Jpn. 1984, 57, 2184. A 0.05M solution of N-bromosuccinimide (724 mg, 4.07 mmol, 1.20 eq) in CH2Cl2 was added dropwise to a 0° C. solution of 4-(hydroxyiminomethyl)-benzonitrile (496 mg, 3.39 mmol, 1.00 eq) in CH2Cl2 (50 mL). The solution was warmed to room temperature before being volumetrically partitioned between two different reaction vials. Each vial was then concentrated and the crude residues were used without further pu... Reactants: ClCl (chlorine), CN(C(C)(C)C)CCC(C1=CC=CC=C1)C1=C(C=CC=C1)O (N-methyl-N-tert.butyl-3-(2-hydroxyphenyl)-3 -phenylpropylamine). Solvent: C(C)(=O)O (acetic acid), C(C)(=O)O (acetic acid). The product is CN(C(C)(C)C)CCC(C1=CC=CC=C1)C1=C(C=CC(=C1)Cl)O (N-Methyl-N-tert.butyl-3-(5-chloro-2-hydroxyphenyl)-3-phenylpropylamine). RXN SMILES: [Cl:1]Cl.[CH3:3][N:4]([CH2:9][CH2:10][CH:11]([C:18]1[CH:23]=[CH:22][CH:21]=[CH:20][C:19]=1[OH:24])[C:12]1[CH:17]=[CH:16][CH:15]=[CH:14][CH:13]=1)[C:5]([CH3:8])([CH3:7])[CH3:6]>C(O)(=O)C>[CH3:3][N:4]([CH2:9][CH2:10][CH:11]([C:18]1[CH:23]=[C:22]([Cl:1])[CH:21]=[CH:20][C:19]=1[OH:24])[C:12]1[CH:17]=[CH:16][CH:15]=[CH:14][CH:13]=1)[C:5]([CH3:8])([CH3:6])[CH3:7]. Procedure details: A solution of chlorine (7,1 g, 0,10 mol) in acetic acid (500 ml) is added dropwise to a stirred solution of N-methyl-N-tert.butyl-3-(2-hydroxyphenyl)-3 -phenylpropylamine (29.7 g. 0.10 mol) in acetic acid (200 ml) with stirring. After 2 h the solvent is distilled off under reduced pressure and the crude hydrochloride left is recrystallized from 2-propanol. Melting point 260° C. Reactants: COc1cc2c(Oc3ccc(F)cc3Br)ncnc2cc1OCC1CCN(C(=O)OC(C)(C)C)CC1, N. Yields the product COc1cc2c(N)ncnc2cc1OCC1CCN(C(=O)OC(C)(C)C)CC1. As a reaction SMILES: [Br:1][c:2]1[cH:3][c:4]([F:32])[cH:33][cH:34][c:35]1[O:36][c:5]1[n:6][cH:7][n:8][c:9]2[cH:10][c:11]([O:17][CH2:18][CH:19]3[CH2:20][CH2:21][N:22]([C:25](=[O:26])[O:27][C:28]([CH3:29])([CH3:30])[CH3:31])[CH2:23][CH2:24]3)[c:12]([O:15][CH3:16])[cH:13][c:14]12.[NH3:37]>>[c:5]1([NH2:37])[n:6][cH:7][n:8][c:9]2[cH:10][c:11]([O:17][CH2:18][CH:19]3[CH2:20][CH2:21][N:22]([C:25](=[O:26])[O:27][C:28]([CH3:29])([CH3:30])[CH3:31])[CH2:23][CH2:24]3)[c:12]([O:15][CH3:16])[cH:13][c:14]12. Starting materials: C(C)(=O)C1=C(C(=C(OCC(CC(=O)O)C)C=C1)CCC)O (4-(4-Acetyl-3-hydroxy-2-propylphenoxy)-3-methyl butanoic acid), N1=CC(=CC=C1)CCCCN (3-pyridinebutanamine). The product is C(C)(=O)C1=C(C(=C(OCC(CC(=O)NCCCCC=2C=NC=CC2)C)C=C1)CCC)O (4-(4-acetyl-3-hydroxy-2-propylphenoxy)-3-methyl-N-[4-(3-pyridinyl)butyl]-butanamide). As a reaction SMILES: [C:1]([C:4]1[CH:17]=[CH:16][C:7]([O:8][CH2:9][CH:10]([CH3:15])[CH2:11][C:12]([OH:14])=O)=[C:6]([CH2:18][CH2:19][CH3:20])[C:5]=1[OH:21])(=[O:3])[CH3:2].[N:22]1[CH:27]=[CH:26][CH:25]=[C:24]([CH2:28][CH2:29][CH2:30][CH2:31][NH2:32])[CH:23]=1>>[C:1]([C:4]1[CH:17]=[CH:16][C:7]([O:8][CH2:9][CH:10]([CH3:15])[CH2:11][C:12]([NH:32][CH2:31][CH2:30][CH2:29][CH2:28][C:24]2[CH:23]=[N:22][CH:27]=[CH:26][CH:25]=2)=[O:14])=[C:6]([CH2:18][CH2:19][CH3:20])[C:5]=1[OH:21])(=[O:3])[CH3:2]. Reported procedure: 4-(4-Acetyl-3-hydroxy-2-propylphenoxy)-3-methyl butanoic acid was allowed to react with 3-pyridinebutanamine according to procedure A and the product was purified by HPLC to give 4-(4-acetyl-3-hydroxy-2-propylphenoxy)-3-methyl-N-[4-(3-pyridinyl)butyl]-butanamide, the title compound, mp 58°-60° (from ethyl acetate-hexane) in 84% yield.